From a dataset of the Open Reaction Database (ORD), a public repository of structured organic reaction records. describe an organic reaction: reactants, conditions, products, and yield The reactants are OC=1C(=C(OCCCOC=2C(=C(OCC(=O)OCC)C=CC2)CCC)C=CC1C(=O)NC)CC=C (Ethyl [3-[3-[3-hydroxy-4-[(methylamino) carbonyl]-2-(2-propenyl)phenoxy]propoxy]-2-propylphenoxy]acetate), [OH-].[K+] (potassium hydroxide), S(=O)(=O)(OC)OC (dimethyl sulfate). The solvent is C1CCOC1 (THF). Reaction conditions: time 8 hour. Product: COC=1C(=C(OCCCOC=2C(=C(OCC(=O)OCC)C=CC2)CCC)C=CC1C(=O)NC)CC=C (Ethyl [3-[3-[3-methoxy-4-[(methylamino) carbonyl]-2-(2-propenyl)phenoxy]propoxy]-2-propylphenoxy]acetate). Reaction SMILES: [OH:1][C:2]1[C:3]([CH2:33][CH:34]=[CH2:35])=[C:4]([CH:26]=[CH:27][C:28]=1[C:29]([NH:31][CH3:32])=[O:30])[O:5][CH2:6][CH2:7][CH2:8][O:9][C:10]1[C:11]([CH2:23][CH2:24][CH3:25])=[C:12]([CH:20]=[CH:21][CH:22]=1)[O:13][CH2:14][C:15]([O:17][CH2:18][CH3:19])=[O:16].[OH-].[K+].S(OC)(O[CH3:42])(=O)=O>C1COCC1>[CH3:42][O:1][C:2]1[C:3]([CH2:33][CH:34]=[CH2:35])=[C:4]([CH:26]=[CH:27][C:28]=1[C:29]([NH:31][CH3:32])=[O:30])[O:5][CH2:6][CH2:7][CH2:8][O:9][C:10]1[C:11]([CH2:23][CH2:24][CH3:25])=[C:12]([CH:20]=[CH:21][CH:22]=1)[O:13][CH2:14][C:15]([O:17][CH2:18][CH3:19])=[O:16] |f:1.2|. Procedure details: The compound of Example 51 (120 mg, 0.247 mmol), potassium hydroxide (16.6 mg, 0.285 mmol) and dimethyl sulfate (46.7 mg, 0.37 mmol) were added to 5.0 ml of THF, and the reaction mixture was stirred at room temperature overnight. The solvent was removed under vacuum, and 10 ml of water was added. The solution was extracted three times with ethyl acetate, the combined extracts were dried, and the solvent was removed under vacuum to give an oil. Chromatography of the oil on silica gel using 50/50 ...